This data is from the Open Reaction Database (ORD), a public repository of structured organic reaction records. The task is: describe an organic reaction: reactants, conditions, products, and yield The reactants are C(CCC)C/1=CN(S\C1=N/C(C1=C(C=CC(=C1)C=O)O)=O)C(C)(C)C (N-[(5Z)-4-butyl-2-tert-butylisothiazol-5(2H)-ylidene]-5-formyl-2-hydroxybenzamide), C([O-])([O-])=O.[Cs+].[Cs+] (cesium carbonate), IC (iodomethane). Run in O (H2O), CN(C)C=O (DMF). Conditions: time 2 hour. Product: C(CCC)C/1=CN(S\C1=N/C(C1=C(C=CC(=C1)C=O)OC)=O)C(C)(C)C (N-[(5Z)-4-butyl-2-tert-butylisothiazol-5(2H)-ylidene]-5-formyl-2-methoxybenzamide). Yield: 67.7%. Reaction SMILES: [CH2:1]([C:5]1=[CH:6][N:7]([C:22]([CH3:25])([CH3:24])[CH3:23])[S:8]/[C:9]/1=[N:10]\[C:11](=[O:21])[C:12]1[CH:17]=[C:16]([CH:18]=[O:19])[CH:15]=[CH:14][C:13]=1[OH:20])[CH2:2][CH2:3][CH3:4].[C:26](=O)([O-])[O-].[Cs+].[Cs+].IC>CN(C=O)C.O>[CH2:1]([C:5]1=[CH:6][N:7]([C:22]([CH3:24])([CH3:23])[CH3:25])[S:8]/[C:9]/1=[N:10]\[C:11](=[O:21])[C:12]1[CH:17]=[C:16]([CH:18]=[O:19])[CH:15]=[CH:14][C:13]=1[O:20][CH3:26])[CH2:2][CH2:3][CH3:4] |f:1.2.3|. Reported procedure: A mixture of Example 56A (350 mg, 0.97 mmol) and cesium carbonate (375 mg, 1.94 mmol) in DMF (20 mL) was treated with iodomethane (165 mg, 1.17 mmol). The mixture was stirred at rt for 2 hrs, diluted with H2O and extracted with EtOAc (2×). The organic layer was dried over MgSO4, filtered and concentrated. The residue was purified by column chromatography using an Analogix® Intelliflash280™ (SiO2, 0-50% Hexane in ethyl acetate) to afford 246 mg (68%) of the title compound. 1H NMR (400 MHz, CDCl3)... Reactants: [H-].[Na+] (NaH), COC=1C=C2C=3COC4=C(C3NC2=CC1)C=CC=C4 (8-methoxy-6,11-dihydro-5-oxa-11-aza-benzo[a]fluorene), CN(C)C=O (DMF), C(C1=CC=CC=C1)Cl (benzyl chloride). Conditions: time 10 minute. The product is C(C1=CC=CC=C1)OC1=CC=C(CN2C3=CC=C(C=C3C=3COC4=C(C23)C=CC=C4)OC)C=C1 (11-(4-benzyloxy-benzyl)-8-methoxy-6,11-dihydro-5-oxa-11-aza-benzo[a]fluorene). Reaction SMILES: [CH3:1][O:2][C:3]1[CH:4]=[C:5]2[C:13](=[CH:14][CH:15]=1)[NH:12][C:11]1[C:10]3[CH:16]=[CH:17][CH:18]=[CH:19][C:9]=3[O:8][CH2:7][C:6]2=1.[H-].[Na+].[CH2:22](Cl)[C:23]1[CH:28]=[CH:27][CH:26]=[CH:25][CH:24]=1.CN([CH:33]=[O:34])C>>[CH2:22]([O:34][C:33]1[CH:11]=[CH:6][C:5]([CH2:13][N:12]2[C:11]3[C:10]4[CH:16]=[CH:17][CH:18]=[CH:19][C:9]=4[O:8][CH2:7][C:6]=3[C:5]3[C:13]2=[CH:14][CH:15]=[C:3]([O:2][CH3:1])[CH:4]=3)=[CH:4][CH:3]=1)[C:23]1[CH:28]=[CH:27][CH:26]=[CH:25][CH:24]=1 |f:1.2|. Procedure: To a mixture of 8-methoxy-6,11-dihydro-5-oxa-11-aza-benzo[a]fluorene (100 mg, 0.398 mmoL) in DMF (2 mL) was added NaH (60%, 24 mg, 0.598 mmoL) at 0° C. After 10 minutes, benzyl chloride (139 mg, 0.598 mmoL) was added dropwise into the reaction mixture at 0° C. The reaction mixture was slowly warmed to room temperature over 2 hours. The reaction mixture was then partitioned between EtOAc and saturated NH4Cl. The aqueous phase was extracted two times with EtOAc. The organic layers from the two ext... The reactants are [Cl-].O[NH3+] (hydroxylammonium chloride), C(O)([O-])=O.[Na+] (sodium hydrogen carbonate), CS(=O)C (dimethyl sulfoxide), OC(C)(C)C1=CC=C(O[C@H]2CC[C@H](CC2)N2C=3N(C(=C(C2=O)CC2=CC=C(C=C2)C=2C(=CC=CC2)C#N)CCC)N=CN3)C=C1 (4′-[(4-{cis-4-[4-(1-hydroxy-1-methylethyl)phenoxy]cyclohexyl}-5-oxo-7-propyl-4,5-dihydro[1,2,4]triazolo[1,5-a]pyrimidin-6-yl)methyl]biphenyl-2-carbonitrile). The solvent is O (water), C(C)(=O)OCC (Ethyl acetate). Run at temperature 40 celsius, time 30 minute. Yields the product OC(C)(C)C1=CC=C(O[C@H]2CC[C@H](CC2)N2C=3N(C(=C(C2=O)CC2=CC=C(C=C2)C2=C(C=CC=C2)C2=NOC(N2)=O)CCC)N=CN3)C=C1 (4-{cis-4-[4-(1-hydroxy-1-methylethyl)phenoxy]cyclohexyl}-6-{[2′-(5-oxo-4,5-dihydro-1,2,4-oxadiazol-3-yl)biphenyl-4-yl]methyl}-7-propyl[1,2,4]triazolo[1,5-a]pyrimidin-5(4H)-one). The yield is 43.4%. Reaction SMILES: [Cl-].O[NH3+:3].[C:4](=[O:7])([O-])[OH:5].[Na+].CS(C)=O.[OH:13][C:14]([C:17]1[CH:57]=[CH:56][C:20]([O:21][C@@H:22]2[CH2:27][CH2:26][C@H:25]([N:28]3[C:33](=[O:34])[C:32]([CH2:35][C:36]4[CH:41]=[CH:40][C:39]([C:42]5[C:43]([C:48]#[N:49])=[CH:44][CH:45]=[CH:46][CH:47]=5)=[CH:38][CH:37]=4)=[C:31]([CH2:50][CH2:51][CH3:52])[N:30]4[N:53]=[CH:54][N:55]=[C:29]34)[CH2:24][CH2:23]2)=[CH:19][CH:18]=1)([CH3:16])[CH3:15]>O.C(OCC)(=O)C>[OH:13][C:14]([C:17]1[CH:57]=[CH:56][C:20]([O:21][C@@H:22]2[CH2:27][CH2:26][C@H:25]([N:28]3[C:33](=[O:34])[C:32]([CH2:35][C:36]4[CH:41]=[CH:40][C:39]([C:42]5[CH:47]=[CH:46][CH:45]=[CH:44][C:43]=5[C:48]5[NH:3][C:4](=[O:7])[O:5][N:49]=5)=[CH:38][CH:37]=4)=[C:31]([CH2:50][CH2:51][CH3:52])[N:30]4[N:53]=[CH:54][N:55]=[C:29]34)[CH2:24][CH2:23]2)=[CH:19][CH:18]=1)([CH3:16])[CH3:15] |f:0.1,2.3|. Procedure details: A mixture of hydroxylammonium chloride (0.36 g), sodium hydrogen carbonate (0.58 g) and dimethyl sulfoxide (3 mL) was stirred at 40° C. for 30 min, 4′-[(4-{cis-4-[4-(1-hydroxy-1-methylethyl)phenoxy]cyclohexyl}-5-oxo-7-propyl-4,5-dihydro[1,2,4]triazolo[1,5-a]pyrimidin-6-yl)methyl]biphenyl-2-carbonitrile (0.21 g) was added, and the mixture was stirred at 90° C. for 16 hr. Ethyl acetate and water were added to the reaction mixture, and the mixture was extracted with ethyl acetate. The organic layer... The reactants are N(N)C1=NC2=C(C(=NC1)C1=C(C=CC=C1)Cl)C=CC=C2 (2-hydrazino-5-(o-chlorophenyl)-3H-1,4-benzodiazepine), ClCC(CCl)=O (1,3-dichloropropanone). The solvent is O1CCCC1 (tetrahydrofuran). Product: ClCC(CCl)=NNC1=NC2=C(C(=NC1)C1=C(C=CC=C1)Cl)C=CC=C2 (2-[[2-chloro-1-(chloromethyl)ethylidene]-hydrazino]-5-(o-chlorophenyl)-3H-1,4-benzodiazepine). Reaction SMILES: [NH:1]([C:3]1[CH2:9][N:8]=[C:7]([C:10]2[CH:15]=[CH:14][CH:13]=[CH:12][C:11]=2[Cl:16])[C:6]2[CH:17]=[CH:18][CH:19]=[CH:20][C:5]=2[N:4]=1)[NH2:2].[Cl:21][CH2:22][C:23](=O)[CH2:24][Cl:25]>O1CCCC1>[Cl:21][CH2:22][C:23](=[N:2][NH:1][C:3]1[CH2:9][N:8]=[C:7]([C:10]2[CH:15]=[CH:14][CH:13]=[CH:12][C:11]=2[Cl:16])[C:6]2[CH:17]=[CH:18][CH:19]=[CH:20][C:5]=2[N:4]=1)[CH2:24][Cl:25]. Procedure details: In the manner given in Example 1, 2-hydrazino-5-(o-chlorophenyl)-3H-1,4-benzodiazepine in tetrahydrofuran can be treated with 1,3-dichloropropanone under nitrogen to give 2-[[2-chloro-1-(chloromethyl)ethylidene]-hydrazino]-5-(o-chlorophenyl)-3H-1,4-benzodiazepine. Reactants: C(=O)C(CO)OC(C=O)N1C(NC(C=C1)=O)=O (α-(1-Formyl-2-hydroxyethoxy)-3,4-dihydro-2,4-dioxo-1(2H)pyrimidineacetaldehyde), NC=1SC=CN1 (2-aminothiazole). Solvent: O (water). Run at time 8 hour. Yields the product OC1N(C([C@H](O[C@H]1N1C(=O)NC(=O)C=C1)CO)O)C=1SC=CN1 (1-[(2R, 6R)-3,5-dihydroxy-6-hydroxymethyl-4-(2-thiazolyl)morpholin-2-yl]uracil). Yield: 94.7%. As a reaction SMILES: [CH:1]([CH:3]([O:6][CH:7]([N:10]1[CH:15]=[CH:14][C:13](=[O:16])[NH:12][C:11]1=[O:17])[CH:8]=[O:9])[CH2:4][OH:5])=[O:2].[NH2:18][C:19]1[S:20][CH:21]=[CH:22][N:23]=1>O>[OH:9][CH:8]1[C@H:7]([N:10]2[CH:15]=[CH:14][C:13](=[O:16])[NH:12][C:11]2=[O:17])[O:6][C@H:3]([CH2:4][OH:5])[CH:1]([OH:2])[N:18]1[C:19]1[S:20][CH:21]=[CH:22][N:23]=1. Procedure details: [R-(R*, R*)]-α-(1-Formyl-2-hydroxyethoxy)-3,4-dihydro-2,4-dioxo-1(2H)pyrimidineacetaldehyde, (uridinedialdehyde), (6.05 g) was dissolved in water (25 ml). To a solution was added 2-aminothiazole (2.50 g). The mixture was stirred at ambient temperature overnight to give a clear solution. The solution was subjected to column chromatography on HP-20 resine, which was eluted with water and then 50% aqueous acetone. The elution was condenced in vacuo and lyophilized to give white powder of 1-[(2R, 6R... Starting materials: O.O.O.C(C)(=O)[O-].[Na+] (Sodium acetate trihydrate), ClCC(=O)OCC (ethyl chloroacetate), ClC1=CC=C(N)C=C1 (4-chloroaniline). Solvent: C(C)O (ethanol). Product: ClC1=CC=C(C=C1)NCC(=O)OCC (ethyl N-(4-chlorophenyl)glycinate). Isolated yield 55.9%. RXN SMILES: O.O.O.C([O-])(=O)C.[Na+].Cl[CH2:10][C:11]([O:13][CH2:14][CH3:15])=[O:12].[Cl:16][C:17]1[CH:23]=[CH:22][C:20]([NH2:21])=[CH:19][CH:18]=1>C(O)C>[Cl:16][C:17]1[CH:23]=[CH:22][C:20]([NH:21][CH2:10][C:11]([O:13][CH2:14][CH3:15])=[O:12])=[CH:19][CH:18]=1 |f:0.1.2.3.4|. Procedure: Sodium acetate trihydrate (6 g) was added to a solution of commercial ethyl chloroacetate (6.2 g) and commercial 4-chloroaniline (6.4 g) in ethanol (5 ml). The mixture was heated to reflux for 5 h. After cooling in an ice bath the product precipitates. The solid was collected by suction filtration and washed with water. The still wet product was recrystallised from ethanol to give ethyl N-(4-chlorophenyl)glycinate (5.99 g) as greyish crystals. Reactants: OCc1ncccc1OCc1ccccc1, ClC(Cl)Cl. Product: O=Cc1ncccc1OCc1ccccc1. As a reaction SMILES: [CH2:1]([c:2]1[cH:3][cH:4][cH:5][cH:6][cH:7]1)[O:8][c:9]1[c:10]([CH2:15][OH:16])[n:11][cH:12][cH:13][cH:14]1.[CH:17]([Cl:18])([Cl:19])[Cl:20]>>[CH2:1]([c:2]1[cH:3][cH:4][cH:5][cH:6][cH:7]1)[O:8][c:9]1[c:10]([CH:15]=[O:16])[n:11][cH:12][cH:13][cH:14]1. Reactants: ClC=1N=C(C2=C(N1)C=C(S2)CN2CCN(CC2)S(=O)(=O)C)N2CCOCC2 (2-Chloro-6-(4-methanesulfonyl-piperazin-1-ylmethyl)-4-morpholin-4-yl-thieno[3,2-d]pyrimidine), CS(=O)(=O)N1CCNCC1 (1-methanesulfonyl-piperazine). Product: N1C=CC2=C(C=CC=C12)C=1N=C(C2=C(N1)C=C(S2)CN2CCN(CC2)S(=O)(=O)C)N2CCOCC2 (2-(1H-Indol-4-yl)-6-(4-methanesulfonyl-piperazin-1-ylmethyl)-4-morpholin-4-yl-thieno[3,2-d]pyrimidine). RXN SMILES: Cl[C:2]1[N:3]=[C:4]([N:22]2[CH2:27][CH2:26][O:25][CH2:24][CH2:23]2)[C:5]2[S:10][C:9]([CH2:11][N:12]3[CH2:17][CH2:16][N:15]([S:18]([CH3:21])(=[O:20])=[O:19])[CH2:14][CH2:13]3)=[CH:8][C:6]=2[N:7]=1.CS(N1[CH2:37][CH2:36][NH:35][CH2:34][CH2:33]1)(=O)=O>>[NH:35]1[C:36]2[C:37](=[C:4]([C:2]3[N:3]=[C:4]([N:22]4[CH2:27][CH2:26][O:25][CH2:24][CH2:23]4)[C:5]4[S:10][C:9]([CH2:11][N:12]5[CH2:17][CH2:16][N:15]([S:18]([CH3:21])(=[O:20])=[O:19])[CH2:14][CH2:13]5)=[CH:8][C:6]=4[N:7]=3)[CH:5]=[CH:6][CH:8]=2)[CH:33]=[CH:34]1. Procedure: Via 2-Chloro-6-(4-methanesulfonyl-piperazin-1-ylmethyl)-4-morpholin-4-yl-thieno[3,2-d]pyrimidine, prepared from 1-methanesulfonyl-piperazine Starting materials: ClC1=CC=C2CC(NC2=C1)=O (6-chlorooxindole), C(C)(C)(C)[Si](OCCC(CC=O)(C)C)(C)C (5-(tert-butyl-dimethyl-silanyloxy)-3,3-dimethyl-pentanal), C[O-].[Na+] (sodium methoxide). Run in CO (methanol). Reaction conditions: time 10 minute. The product is C(C)(C)(C)[Si](OCCC(C\C=C\1/C(NC2=CC(=CC=C12)Cl)=O)(C)C)(C)C (Z-3-[5-(tert-butyl-dimethyl-silanyloxy)-3,3-dimethyl-pentylidene]-6-chloro-1,3-dihydro-indol-2-one), solid. The yield is 46.0%. Reaction SMILES: [Cl:1][C:2]1[CH:10]=[C:9]2[C:5]([CH2:6][C:7](=[O:11])[NH:8]2)=[CH:4][CH:3]=1.[C:12]([Si:16]([CH3:27])([CH3:26])[O:17][CH2:18][CH2:19][C:20]([CH3:25])([CH3:24])[CH2:21][CH:22]=O)([CH3:15])([CH3:14])[CH3:13].C[O-].[Na+]>CO>[C:12]([Si:16]([CH3:26])([CH3:27])[O:17][CH2:18][CH2:19][C:20]([CH3:25])([CH3:24])[CH2:21]/[CH:22]=[C:6]1\[C:7](=[O:11])[NH:8][C:9]2[C:5]\1=[CH:4][CH:3]=[C:2]([Cl:1])[CH:10]=2)([CH3:15])([CH3:14])[CH3:13] |f:2.3|. Procedure details: To the mixture of 6-chlorooxindole (3.3 g, 20 mmol) (Crescent) and 5-(tert-butyl-dimethyl-silanyloxy)-3,3-dimethyl-pentanal (6.5 g, 26.6 mmol) in methanol (150 mL) was added a methanolic solution (25%, Aldrich) of sodium methoxide (10 g, 46 mmol) dropwise. The reaction mixture was stirred at room temperature for 10 min. The solvent was removed, and the residue was partitioned between ethyl acetate and water. The organic layer was separated, dried over Na2SO4, and concentrated. The residue was pu...